This data is from the Open Reaction Database (ORD), a public repository of structured organic reaction records. The task is: describe an organic reaction: reactants, conditions, products, and yield Reported procedure: The title compound was prepared following the same general protocol as described in Step 8-9, Example 1, using the (R)-1-(3-fluoro-4-(trifluoromethyl)phenyl)ethanamine hydrochloride and the 1-((2′-(tert-butoxycarbonyl)-[1,1′-biphenyl]-4-yl)methyl)-2,3-dimethyl-1H-indole-5-carboxylic acid. ESI-MS (m/z): 589 [M+H]+. The product is FC=1C=C(C=CC1C(F)(F)F)[C@@H](C)NC(=O)C=1C=C2C(=C(N(C2=CC1)CC1=CC=C(C=C1)C=1C(=CC=CC1)C(=O)O)C)C ((R)-4′-((5-((1-(3-fluoro-4-(trifluoromethyl)phenyl)ethyl)carbamoyl)-2,3-dimethyl-1H-indol-1-yl)methyl)-[1,1′-biphenyl]-2-carboxylic acid). Reactants: Cl.FC=1C=C(C=CC1C(F)(F)F)[C@@H](C)N ((R)-1-(3-fluoro-4-(trifluoromethyl)phenyl)ethanamine hydrochloride), C(C)(C)(C)OC(=O)C1=C(C=CC=C1)C1=CC=C(C=C1)CN1C(=C(C2=CC(=CC=C12)C(=O)O)C)C (1-((2′-(tert-butoxycarbonyl)-[1,1′-biphenyl]-4-yl)methyl)-2,3-dimethyl-1H-indole-5-carboxylic acid). RXN SMILES: Cl.[F:2][C:3]1[CH:4]=[C:5]([C@H:13]([NH2:15])[CH3:14])[CH:6]=[CH:7][C:8]=1[C:9]([F:12])([F:11])[F:10].C([O:20][C:21]([C:23]1[CH:28]=[CH:27][CH:26]=[CH:25][C:24]=1[C:29]1[CH:34]=[CH:33][C:32]([CH2:35][N:36]2[C:44]3[C:39](=[CH:40][C:41]([C:45](O)=[O:46])=[CH:42][CH:43]=3)[C:38]([CH3:48])=[C:37]2[CH3:49])=[CH:31][CH:30]=1)=[O:22])(C)(C)C>>[F:2][C:3]1[CH:4]=[C:5]([C@H:13]([NH:15][C:45]([C:41]2[CH:40]=[C:39]3[C:44](=[CH:43][CH:42]=2)[N:36]([CH2:35][C:32]2[CH:31]=[CH:30][C:29]([C:24]4[C:23]([C:21]([OH:22])=[O:20])=[CH:28][CH:27]=[CH:26][CH:25]=4)=[CH:34][CH:33]=2)[C:37]([CH3:49])=[C:38]3[CH3:48])=[O:46])[CH3:14])[CH:6]=[CH:7][C:8]=1[C:9]([F:11])([F:12])[F:10] |f:0.1|. Product: C(C1=CC=CC=C1)OC1=C(C=O)C=C(C=C1)F (2-benzyloxy-5-fluoro-benzaldehyde). The solvent is CN(C)C=O (DMF). Procedure details: To a mixture of 5-fluoro-2-hydroxybenzaldehyde (5.0 g, 35.69 mmol, 1.00 eq.) and potassium carbonate (7.97 g, 57.10 mmol, 1.60 eq.) in DMF (60 mL), benzyl bromide (4.54 mL, 37.47 mmol, 1.05 eq.) was added dropwise. The reaction mixture was refluxed for 2 hours, then allowed to cool to r.t. and poured into 100 mL of cold water and extracted with AcOEt. The organic extract was washed with 10% aq. NaOH soln. and sat. aq. NaCl soln., dried over MgSO4 and concentrated in vacuo. The residue was purifi... RXN SMILES: [F:1][C:2]1[CH:3]=[CH:4][C:5]([OH:10])=[C:6]([CH:9]=1)[CH:7]=[O:8].C(=O)([O-])[O-].[K+].[K+].[CH2:17](Br)[C:18]1[CH:23]=[CH:22][CH:21]=[CH:20][CH:19]=1.O>CN(C=O)C>[CH2:17]([O:10][C:5]1[CH:4]=[CH:3][C:2]([F:1])=[CH:9][C:6]=1[CH:7]=[O:8])[C:18]1[CH:23]=[CH:22][CH:21]=[CH:20][CH:19]=1 |f:1.2.3|. Starting materials: O (water), FC=1C=CC(=C(C=O)C1)O (5-fluoro-2-hydroxybenzaldehyde), C([O-])([O-])=O.[K+].[K+] (potassium carbonate), C(C1=CC=CC=C1)Br (benzyl bromide).